This data is from the Open Reaction Database (ORD), a public repository of structured organic reaction records. The task is: describe an organic reaction: reactants, conditions, products, and yield The reactants are C(C)(C)(C)OC(NC1=CC=C2C(=CN(C2=C1)CC=1C=NC=CC1)SC1=C(C=CC=C1)[N+](=O)[O-])=O ([3-(2-Nitro-phenylsulfanyl)-1-pyridin-3-ylmethyl-1H-indol-6-yl]-carbamic acid tert-butyl ester). The solvent is CCCCCCC.C(C)(=O)OCC.C(C)O (heptane ethyl acetate ethanol). Yields the product [N+](=O)([O-])C1=C(C=CC=C1)SC1=CN(C2=CC(=CC=C12)N)CC=1C=NC=CC1 (3-(2-Nitro-phenylsulfanyl)-1-pyridin-3-ylmethyl-1H-indol-6-ylamine). Isolated yield 31.9%. Reaction SMILES: C(OC(=O)[NH:7][C:8]1[CH:16]=[C:15]2[C:11]([C:12]([S:24][C:25]3[CH:30]=[CH:29][CH:28]=[CH:27][C:26]=3[N+:31]([O-:33])=[O:32])=[CH:13][N:14]2[CH2:17][C:18]2[CH:19]=[N:20][CH:21]=[CH:22][CH:23]=2)=[CH:10][CH:9]=1)(C)(C)C>CCCCCCC.C(OCC)(=O)C.C(O)C>[N+:31]([C:26]1[CH:27]=[CH:28][CH:29]=[CH:30][C:25]=1[S:24][C:12]1[C:11]2[C:15](=[CH:16][C:8]([NH2:7])=[CH:9][CH:10]=2)[N:14]([CH2:17][C:18]2[CH:19]=[N:20][CH:21]=[CH:22][CH:23]=2)[CH:13]=1)([O-:33])=[O:32] |f:1.2.3|. Procedure: [3-(2-Nitro-phenylsulfanyl)-1-pyridin-3-ylmethyl-1H-indol-6-yl]-carbamic acid tert-butyl ester (Example 3, step iv; 5.96 g, 12.5 mmol) was deprotected to give, after column chromatography (heptane/ethyl acetate/ethanol 4:4:1), the title compound (1.50 g). 1H-NMR (CDCl3) δ 8.55-8.60 (m, 2H), 8.26 (dd, 1H, J=8.5 and 1.5 Hz), 7.42 (dt, 1H, J=8.0 and 1.5 Hz), 7.24-7.33 (m, 3H), 7.17 (ddd, 1H, J=8.0, 7.0 and 1.0 Hz), 7.01 (dd, 1H, J=8.0 and 1.5 Hz), 6.60 (m, 2H), 6.59 (s, 1H), 5.30 (s, 2H). Starting materials: COc1ccc(C=O)c(OC)c1-c1ccccc1, COc1ccc(C=CC(=O)O)c(OC)c1Cl. Yields the product COc1ccc(C=CC(=O)O)c(OC)c1-c1ccccc1. RXN SMILES: [CH3:1][O:2][c:3]1[c:4]([CH:5]=[O:6])[cH:7][cH:8][c:9]([O:17][CH3:18])[c:10]1-[c:11]1[cH:12][cH:13][cH:14][cH:15][cH:16]1.[Cl:19][c:20]1[c:21]([O:22][CH3:23])[c:24]([CH:25]=[CH:29][C:30](=[O:31])[OH:32])[cH:26][cH:27][c:28]1[O:33][CH3:34]>>[CH3:1][O:2][c:3]1[c:4]([CH:5]=[CH:29][C:30](=[O:31])[OH:32])[cH:7][cH:8][c:9]([O:17][CH3:18])[c:10]1-[c:11]1[cH:12][cH:13][cH:14][cH:15][cH:16]1.